Task: describe an organic reaction: reactants, conditions, products, and yield. Dataset: the Open Reaction Database (ORD), a public repository of structured organic reaction records Reactants: CN1CCOCC1, COC(=O)CCN, COc1nc(Cl)nc(OC)n1, ClCCl, Cl, O, CCCCCCC(CO)c1ccc(C(=O)O)cc1. Product: CCCCCCC(CO)c1ccc(C(=O)NCCC(=O)OC)cc1. Reaction SMILES: [CH3:30][N:31]1[CH2:32][CH2:33][O:34][CH2:35][CH2:36]1.[CH3:38][O:39][C:40]([CH2:41][CH2:42][NH2:43])=[O:44].[Cl:19][c:20]1[n:21][c:22]([O:23][CH3:24])[n:25][c:26]([O:27][CH3:28])[n:29]1.[Cl:45][CH2:46][Cl:47].[ClH:37].[OH2:48].[OH:1][CH2:2][CH:3]([CH2:4][CH2:5][CH2:6][CH2:7][CH2:8][CH3:9])[c:10]1[cH:11][cH:12][c:13]([C:14](=[O:15])[OH:16])[cH:17][cH:18]1>>[OH:1][CH2:2][CH:3]([CH2:4][CH2:5][CH2:6][CH2:7][CH2:8][CH3:9])[c:10]1[cH:11][cH:12][c:13]([C:14](=[O:16])[NH:43][CH2:42][CH2:41][C:40]([O:39][CH3:38])=[O:44])[cH:17][cH:18]1. Starting materials: NN1CCOCC1 (4-aminomorpholine), CC1=CC=C(C=C1)C=1N=C(N(C1C1=CC=C(C=C1)C)C)C(=O)O (4,5-di-(4-methylphenyl)-1-methylimidazole-2-carboxylic acid). Product: N1(CCOCC1)NC(=O)C=1N(C(=C(N1)C1=CC=C(C=C1)C)C1=CC=C(C=C1)C)C (N-(Morpholin-4-yl)-4,5-di-(4-methylphenyl)-1-methylimidazole-2-carboxamide). RXN SMILES: [NH2:1][N:2]1[CH2:7][CH2:6][O:5][CH2:4][CH2:3]1.[CH3:8][C:9]1[CH:14]=[CH:13][C:12]([C:15]2[N:16]=[C:17]([C:28](O)=[O:29])[N:18]([CH3:27])[C:19]=2[C:20]2[CH:25]=[CH:24][C:23]([CH3:26])=[CH:22][CH:21]=2)=[CH:11][CH:10]=1>>[N:2]1([NH:1][C:28]([C:17]2[N:18]([CH3:27])[C:19]([C:20]3[CH:25]=[CH:24][C:23]([CH3:26])=[CH:22][CH:21]=3)=[C:15]([C:12]3[CH:11]=[CH:10][C:9]([CH3:8])=[CH:14][CH:13]=3)[N:16]=2)=[O:29])[CH2:7][CH2:6][O:5][CH2:4][CH2:3]1. Reported procedure: Using essentially the same procedure as Example 9, Step B, but using 4-aminomorpholine (0.025 mL), 4,5-di-(4-methylphenyl)-1-methylimidazole-2-carboxylic acid (25 mg, 0.08 mmol) from Example 9, Step A was converted to the title compound. HPLC/MS: 391 (M+1); Rt=3.12 min. Starting materials: CCCC[Sn](=O)CCCC, Cc1ccccc1, O. Yields the product CCCC[Sn]CCCC. Reaction SMILES: [CH2:1]([CH2:2][CH2:3][CH3:4])[Sn:5]([CH2:6][CH2:7][CH2:8][CH3:9])=[O:10].[CH3:12][c:13]1[cH:14][cH:15][cH:16][cH:17][cH:18]1.[OH2:11]>>[CH2:1]([CH2:2][CH2:3][CH3:4])[Sn:5][CH2:6][CH2:7][CH2:8][CH3:9]. Reactants: FC(C(=O)O)(F)F.OC1=CC2=C(N(CCO2)C)C=C1C1C(N(C2=CC=CC=C12)C[C@@H]1OCCC1)=O (3-(7-hydroxy-4-methyl-3,4-dihydro-2H-1,4-benzoxazin-6-yl)-1-[(2R)-tetrahydrofuran-2-ylmethyl]-1,3-dihydro-2H-indol-2-one trifluoroacetate), C1(=CC=CC=C1)C(N1C(C(C2=CC=CC=C12)C1=C(C=C(C(=C1)C)OC)O)=O)C1=CC=CC=C1 (1-(diphenylmethyl)-3-(2-hydroxy-4-methoxy-5-methylphenyl)-1,3-dihydro-2H-indol-2-one). The product is CN1CCOC2=C1C=C1C(=C2)OCC12C(N(C1=CC=CC=C21)C[C@@H]2OCCC2)=O (1-methyl-1′-[(2R)-tetrahydrofuran-2-ylmethyl]-2,3-dihydro-1H-spiro[furo[3,2-g][1,4]benzoxazine-8,3′-indol]-2′(1′H)-one). As a reaction SMILES: F[C:2](F)(F)C(O)=O.[OH:8][C:9]1[C:19]([CH:20]2[C:28]3[C:23](=[CH:24][CH:25]=[CH:26][CH:27]=3)[N:22]([CH2:29][C@H:30]3[CH2:34][CH2:33][CH2:32][O:31]3)[C:21]2=[O:35])=[CH:18][C:12]2[N:13]([CH3:17])[CH2:14][CH2:15][O:16][C:11]=2[CH:10]=1.C1(C(C2C=CC=CC=2)N2C3C(=CC=CC=3)C(C3C=C(C)C(OC)=CC=3O)C2=O)C=CC=CC=1>>[CH3:17][N:13]1[C:12]2[CH:18]=[C:19]3[C:20]4([C:28]5[C:23](=[CH:24][CH:25]=[CH:26][CH:27]=5)[N:22]([CH2:29][C@H:30]5[CH2:34][CH2:33][CH2:32][O:31]5)[C:21]4=[O:35])[CH2:2][O:8][C:9]3=[CH:10][C:11]=2[O:16][CH2:15][CH2:14]1 |f:0.1|. Reported procedure: Following the procedure as described in EXAMPLE 2 and making non-critical variations using 3-(7-hydroxy-4-methyl-3,4-dihydro-2H-1,4-benzoxazin-6-yl)-1-[(2R)-tetrahydrofuran-2-ylmethyl]-1,3-dihydro-2H-indol-2-one trifluoroacetate to replace 1-(diphenylmethyl)-3-(2-hydroxy-4-methoxy-5-methylphenyl)-1,3-dihydro-2H-indol-2-one, 1-methyl-1′-[(2R)-tetrahydrofuran-2-ylmethyl]-2,3-dihydro-1H-spiro[furo[3,2-g][1,4]benzoxazine-8,3′-indol]-2′(1′H)-one was obtained (72%) as a colorless solid. Following the ... The product is CCCCc1cn(C(C)(C)C)sc1=NC(=O)C1(c2ccccc2)CCCCC1. Starting materials: CCCCc1cn(C(C)(C)C)sc1=N, O=C(O)C1(c2ccccc2)CCCCC1. RXN SMILES: [C:1]([CH3:2])([CH3:3])([CH3:4])[n:5]1[s:6][c:7](=[NH:14])[c:8]([CH2:10][CH2:11][CH2:12][CH3:13])[cH:9]1.[c:15]1([C:21]2([C:27](=[O:28])[OH:29])[CH2:22][CH2:23][CH2:24][CH2:25][CH2:26]2)[cH:16][cH:17][cH:18][cH:19][cH:20]1>>[C:1]([CH3:2])([CH3:3])([CH3:4])[n:5]1[s:6][c:7](=[N:14][C:27]([C:21]2([c:15]3[cH:16][cH:17][cH:18][cH:19][cH:20]3)[CH2:22][CH2:23][CH2:24][CH2:25][CH2:26]2)=[O:28])[c:8]([CH2:10][CH2:11][CH2:12][CH3:13])[cH:9]1.